Dataset: the Open Reaction Database (ORD), a public repository of structured organic reaction records. Task: describe an organic reaction: reactants, conditions, products, and yield The reactants are N#Cc1ccc(CN=[N+]=[N-])s1, C1CCOC1, O, c1ccc(P(c2ccccc2)c2ccccc2)cc1. Yields the product N#Cc1ccc(CN)s1. Reaction SMILES: [C:20](#[N:21])[c:22]1[s:23][c:24]([CH2:27][N:28]=[N+:29]=[N-:30])[cH:25][cH:26]1.[CH2:31]1[O:32][CH2:33][CH2:34][CH2:35]1.[OH2:36].[c:1]1([P:2]([c:3]2[cH:4][cH:5][cH:6][cH:7][cH:8]2)[c:9]2[cH:10][cH:11][cH:12][cH:13][cH:14]2)[cH:15][cH:16][cH:17][cH:18][cH:19]1>>[C:20](#[N:21])[c:22]1[s:23][c:24]([CH2:27][NH2:28])[cH:25][cH:26]1. Reactants: ClC=1C=CC(=C(CN2C3=C(NCC2)N=CC(=C3)C3=CC=C(C(=O)O)C=C3)C1)C(F)(F)F (4-{1-[5-chloro-2-(trifluoromethyl)benzyl]-1,2,3,4-tetrahydropyrido[2,3-b]pyrazin-7-yl}benzoic acid), ClC=1C=C(C=CC1Cl)N1CCNCC1 (1-(3,4-dichlorophenyl)piperazine). Yields the product ClC=1C=CC(=C(CN2C3=C(NCC2)N=CC(=C3)C3=CC=C(C=C3)C(=O)N3CCN(CC3)C3=CC(=C(C=C3)Cl)Cl)C1)C(F)(F)F ((4-{1-[5-Chloro-2-(trifluoromethyl)benzyl]-1,2,3,4-tetrahydropyrido[2,3-b]pyrazin-7-yl}phenyl)-[4-(3,4-dichlorophenyl)piperazin-1-yl]methanone). As a reaction SMILES: [Cl:1][C:2]1[CH:3]=[CH:4][C:5]([C:28]([F:31])([F:30])[F:29])=[C:6]([CH:27]=1)[CH2:7][N:8]1[CH2:13][CH2:12][NH:11][C:10]2[N:14]=[CH:15][C:16]([C:18]3[CH:26]=[CH:25][C:21]([C:22]([OH:24])=O)=[CH:20][CH:19]=3)=[CH:17][C:9]1=2.[Cl:32][C:33]1[CH:34]=[C:35]([N:40]2[CH2:45][CH2:44][NH:43][CH2:42][CH2:41]2)[CH:36]=[CH:37][C:38]=1[Cl:39]>>[Cl:1][C:2]1[CH:3]=[CH:4][C:5]([C:28]([F:30])([F:31])[F:29])=[C:6]([CH:27]=1)[CH2:7][N:8]1[CH2:13][CH2:12][NH:11][C:10]2[N:14]=[CH:15][C:16]([C:18]3[CH:19]=[CH:20][C:21]([C:22]([N:43]4[CH2:42][CH2:41][N:40]([C:35]5[CH:36]=[CH:37][C:38]([Cl:39])=[C:33]([Cl:32])[CH:34]=5)[CH2:45][CH2:44]4)=[O:24])=[CH:25][CH:26]=3)=[CH:17][C:9]1=2. Procedure details: 4-{1-[5-chloro-2-(trifluoromethyl)benzyl]-1,2,3,4-tetrahydropyrido[2,3-b]pyrazin-7-yl}benzoic acid was reacted with 1-(3,4-dichlorophenyl)piperazine as in General Procedure 10 to give the title compound. LCMS: m/z=659.92 (M+H+); retention time=1.12 minutes. Starting materials: BrC1=CN=C2C(=N1)C(=CN2)C(=O)NC(C)(C)C (2-bromo-N-tert-butyl-5H-pyrrolo[3,2-b]pyrazine-7-carboxamide), C1=NC=CC2=CC=CC(=C12)B(O)O (isoquinolin-8-ylboronic acid), CC(C)C1=CC(=C(C(=C1)C(C)C)C2=C(C=CC=C2)P(C3CCCCC3)C4CCCCC4)C(C)C (X-Phos), C(=O)([O-])[O-].[Na+].[Na+] (Na2CO3). Reagents/catalysts: C=1C=CC(=CC1)/C=C/C(=O)/C=C/C2=CC=CC=C2.C=1C=CC(=CC1)/C=C/C(=O)/C=C/C2=CC=CC=C2.C=1C=CC(=CC1)/C=C/C(=O)/C=C/C2=CC=CC=C2.[Pd].[Pd] (Pd2 dba3). Solvent: O1CCOCC1 (dioxane), O (water). Reaction conditions: temperature 90 celsius. The product is C(C)(C)(C)NC(=O)C1=CNC=2C1=NC(=CN2)C=2C=CC=C1C=CN=CC21 (N-tert-butyl-2-(isoquinolin-8-yl)-5H-pyrrolo[3,2-b]pyrazine-7-carboxamide). Isolated yield 65.3%. Reaction SMILES: Br[C:2]1[N:7]=[C:6]2[C:8]([C:11]([NH:13][C:14]([CH3:17])([CH3:16])[CH3:15])=[O:12])=[CH:9][NH:10][C:5]2=[N:4][CH:3]=1.[CH:18]1[C:27]2[C:22](=[CH:23][CH:24]=[CH:25][C:26]=2B(O)O)[CH:21]=[CH:20][N:19]=1.CC(C1C=C(C(C)C)C(C2C=CC=CC=2P(C2CCCCC2)C2CCCCC2)=C(C(C)C)C=1)C.C([O-])([O-])=O.[Na+].[Na+]>O1CCOCC1.O.C1C=CC(/C=C/C(/C=C/C2C=CC=CC=2)=O)=CC=1.C1C=CC(/C=C/C(/C=C/C2C=CC=CC=2)=O)=CC=1.C1C=CC(/C=C/C(/C=C/C2C=CC=CC=2)=O)=CC=1.[Pd].[Pd]>[C:14]([NH:13][C:11]([C:8]1[C:6]2=[N:7][C:2]([C:26]3[CH:25]=[CH:24][CH:23]=[C:22]4[C:27]=3[CH:18]=[N:19][CH:20]=[CH:21]4)=[CH:3][N:4]=[C:5]2[NH:10][CH:9]=1)=[O:12])([CH3:17])([CH3:16])[CH3:15] |f:3.4.5,8.9.10.11.12|. Reported procedure: A mixture of 2-bromo-N-tert-butyl-5H-pyrrolo[3,2-b]pyrazine-7-carboxamide (0.1 g, 0.337 mmol), isoquinolin-8-ylboronic acid (64 mg, 0.37 mmol), Pd2 dba3 (77 mg, 0.067 mmol), X-Phos (64 mg, 0.135 mmol) and Na2CO3 (107 mg, 1.01 mmol) in dioxane (20 mL) and water (5 mL) was heated to 90° C. for 16 hours under N2 atmosphere. Reaction mixture was concentrated and the residue was purified by preparative-TLC (methanol:dichloromethane=1:10) to afford N-tert-butyl-2-(isoquinolin-8-yl)-5H-pyrrolo[3,2-b]py... Reactants: secondary amine, N1=CC=CC=C1 (pyridine), BrC1=C(C=CC=C1)S(=O)(=O)Cl (2-bromophenylsulfonyl chloride). Solvent: C(Cl)Cl (DCM). Conditions: time 8 hour. Product: BrC1=C(C=CC=C1)S(=O)(=O)N (2-Bromophenylsulfonamide). As a reaction SMILES: [N:1]1C=CC=CC=1.[Br:7][C:8]1[CH:13]=[CH:12][CH:11]=[CH:10][C:9]=1[S:14](Cl)(=[O:16])=[O:15]>C(Cl)Cl>[Br:7][C:8]1[CH:13]=[CH:12][CH:11]=[CH:10][C:9]=1[S:14]([NH2:1])(=[O:16])=[O:15]. Reported procedure: The resin-bound secondary amine resin (from C) was swelled in DCM (200 mL). To the suspension was added pyridine (3.19 g) followed by 2-bromophenylsulfonyl chloride (5.1 g, 20.0 millimole) and shaken overnight. The resin was filtered and washed with 3 portions of DCM, 3 portions of methanol, 3 portions of DCM, and 3 portions of methanol. The resin was dried in vacuo overnight. Starting materials: CC(C)(C)[O-].[K+] (t-BuOK), ice, ice, ClC=1C=C(C=CC1Cl)O (3,4-Dichlorophenol), ClC1=CC=C(C(=N1)C#N)SCC (6-chloro-3-ethylthio-2-pyridinecarbonitrile), C (charcoal). Run in CS(=O)C (DMSO), C1CCOC1 (THF), C(Cl)Cl (CH2Cl2). The product is ClC=1C=C(OC2=CC=C(C(=N2)C#N)SCC)C=CC1Cl (6-(3,4-dichlorophenoxy)-3-ethylthio-2-pyridinecarbonitrile). Yield: 77.8%. RXN SMILES: CC([O-])(C)C.[K+].[Cl:7][C:8]1[CH:9]=[C:10]([OH:15])[CH:11]=[CH:12][C:13]=1[Cl:14].Cl[C:17]1[N:22]=[C:21]([C:23]#[N:24])[C:20]([S:25][CH2:26][CH3:27])=[CH:19][CH:18]=1.C>C(Cl)Cl.CS(C)=O.C1COCC1>[Cl:7][C:8]1[CH:9]=[C:10]([CH:11]=[CH:12][C:13]=1[Cl:14])[O:15][C:17]1[N:22]=[C:21]([C:23]#[N:24])[C:20]([S:25][CH2:26][CH3:27])=[CH:19][CH:18]=1 |f:0.1|. Reported procedure: In a reaction flask were placed 110 ml of THF, 10 ml of DMSO and 5.6 g of t-BuOK. 3,4-Dichlorophenol (8.2 g) was added and the mixture was stirred until solution was achieved. To this was added 9.9 g of 6-chloro-3-ethylthio-2-pyridinecarbonitrile and the reaction mixture was heated at reflux temperature for about 5 hours. After cooling, the contents of the flask were poured onto 500 g of ice, stirred until the ice had melted and then filtered. The solid obtained by filtration was dissolved in CH...